Task: describe an organic reaction: reactants, conditions, products, and yield. Dataset: the Open Reaction Database (ORD), a public repository of structured organic reaction records The reactants are FC1=C(C(=CC=C1O)F)C(C(=O)O)OCC ((RS)-(2,6-difluoro-3-hydroxy-phenyl)-ethoxy-acetic acid), CCO (EtOH), CCO (EtOH). Run in Cl (HCl). Product: C(C)OC(C(OCC)C1=C(C(=CC=C1F)O)F)=O ((RS)-(2,6-difluoro-3-hydroxy-phenyl)-ethoxy-acetic acid ethyl ester). The yield is 93.0%. As a reaction SMILES: [F:1][C:2]1[C:7]([OH:8])=[CH:6][CH:5]=[C:4]([F:9])[C:3]=1[CH:10]([O:14][CH2:15][CH3:16])[C:11]([OH:13])=[O:12].[CH3:17][CH2:18]O>Cl>[CH2:17]([O:12][C:11](=[O:13])[CH:10]([C:3]1[C:4]([F:9])=[CH:5][CH:6]=[C:7]([OH:8])[C:2]=1[F:1])[O:14][CH2:15][CH3:16])[CH3:18]. Procedure details: A solution of (RS)-(2,6-difluoro-3-hydroxy-phenyl)-ethoxy-acetic acid (14.8 g) in EtOH (200 ml) and 1.25 N HCl in EtOH (60 ml) was stirred over night at rt. The solvent was evaporated and the residue was purified by CC (AcOEt/Hept 1:1) to obtain 15.5 g (93%) of (RS)-(2,6-difluoro-3-hydroxy-phenyl)-ethoxy-acetic acid ethyl ester. Off-white solid. MS 258.9 ([M−H]−). Starting materials: CC(=O)n1cc(C=O)c2ccccc21, Nc1cccc(-c2c(Cc3ccccc3)cnc3c(C(F)(F)F)cccc23)c1. Yields the product CC(=O)n1cc(CNc2cccc(-c3c(Cc4ccccc4)cnc4c(C(F)(F)F)cccc34)c2)c2ccccc21. Reaction SMILES: [C:29]([CH3:30])(=[O:31])[n:32]1[cH:33][c:34]([CH:41]=[O:42])[c:35]2[cH:36][cH:37][cH:38][cH:39][c:40]12.[CH2:1]([c:2]1[cH:3][cH:4][cH:5][cH:6][cH:7]1)[c:8]1[cH:9][n:10][c:11]2[c:12]([C:25]([F:26])([F:27])[F:28])[cH:13][cH:14][cH:15][c:16]2[c:17]1-[c:18]1[cH:19][c:20]([NH2:24])[cH:21][cH:22][cH:23]1>>[CH2:1]([c:2]1[cH:3][cH:4][cH:5][cH:6][cH:7]1)[c:8]1[cH:9][n:10][c:11]2[c:12]([C:25]([F:26])([F:27])[F:28])[cH:13][cH:14][cH:15][c:16]2[c:17]1-[c:18]1[cH:19][c:20]([NH:24][CH2:41][c:34]2[cH:33][n:32]([C:29]([CH3:30])=[O:31])[c:40]3[c:35]2[cH:36][cH:37][cH:38][cH:39]3)[cH:21][cH:22][cH:23]1. The reactants are C(C)(C)(C)C1=CC(=C(C=C1)N1CCOCC1)[N+](=O)[O-] (4-(4-tert-Butyl-2-nitrophenyl)morpholine), [H][H] (hydrogen), C(OC)COC (monoglyme), 39. Reagents/catalysts: [Pd] (Pd on carbon). Run in CO (methanol). Run at time 3 hour. Yields the product NC1=C(C=CC(=C1)C(C)(C)C)N1CCOCC1 (4-(2-Amino-4-tert.-butylphenyl)morpholine). RXN SMILES: [C:1]([C:5]1[CH:10]=[CH:9][C:8]([N:11]2[CH2:16][CH2:15][O:14][CH2:13][CH2:12]2)=[C:7]([N+:17]([O-])=O)[CH:6]=1)([CH3:4])([CH3:3])[CH3:2].C(COC)OC.[H][H]>[Pd].CO>[NH2:17][C:7]1[CH:6]=[C:5]([C:1]([CH3:4])([CH3:3])[CH3:2])[CH:10]=[CH:9][C:8]=1[N:11]1[CH2:12][CH2:13][O:14][CH2:15][CH2:16]1. Procedure: 4-(4-tert-Butyl-2-nitrophenyl)morpholine (15 g.; 57 mmoles) was dissolved in a mixture of 150 ml. of monoglyme and 150 ml. of methanol. The mixture was then hydrogenated in the presence of 1.4 g. of Pd on carbon catalyst (10%) with an initial pressure of 39 p.s.i. hydrogen. After 3 hours, the resultant mixture was filtered to remove the catalyst and the filtrate evaporated to dryness to give the product (13 g.; 97.8% yield) as tan crystals, m.p. 165° - 166° C. Reactants: C(C1=CC=CC=C1)N1CCC(=CC1)C1=CC=C(C=C1)C1=NN(C2=C1C(=NC=C2)OC)C2=C(C=CC=C2F)F (3-(4-(1-benzyl-1,2,3,6-tetrahydropyridin-4-yl)phenyl)-1-(2,6-difluorophenyl)-4-methoxy-1H-pyrazolo[4,3-c]pyridine). Reagents/catalysts: [C].[Pd] (palladium carbon). Run in CO (methanol). Reaction conditions: temperature 50 celsius, time 8 hour. Yields the product FC1=C(C(=CC=C1)F)N1N=C(C=2C(=NC=CC21)OC)C2=CC=C(C=C2)C2CCNCC2 (1-(2,6-difluorophenyl)-4-methoxy-3-(4-(piperidin-4-yl)phenyl)-1H-pyrazolo[4,3-c]pyridine). Yield: 97.5%. Reaction SMILES: C([N:8]1[CH2:13][CH:12]=[C:11]([C:14]2[CH:19]=[CH:18][C:17]([C:20]3[C:24]4[C:25]([O:29][CH3:30])=[N:26][CH:27]=[CH:28][C:23]=4[N:22]([C:31]4[C:36]([F:37])=[CH:35][CH:34]=[CH:33][C:32]=4[F:38])[N:21]=3)=[CH:16][CH:15]=2)[CH2:10][CH2:9]1)C1C=CC=CC=1>CO.[C].[Pd]>[F:37][C:36]1[CH:35]=[CH:34][CH:33]=[C:32]([F:38])[C:31]=1[N:22]1[C:23]2[CH:28]=[CH:27][N:26]=[C:25]([O:29][CH3:30])[C:24]=2[C:20]([C:17]2[CH:18]=[CH:19][C:14]([CH:11]3[CH2:12][CH2:13][NH:8][CH2:9][CH2:10]3)=[CH:15][CH:16]=2)=[N:21]1 |f:2.3|. Procedure details: To a solution of 3-(4-(1-benzyl-1,2,3,6-tetrahydropyridin-4-yl)phenyl)-1-(2,6-difluorophenyl)-4-methoxy-1H-pyrazolo[4,3-c]pyridine (670 mg) in methanol (10 mL) was added 10% palladium carbon (80 mg), and the mixture was stirred overnight at 50° C. under hydrogen atmosphere. The reaction mixture was filtered, and the filtrate was concentrated to give the title compound (540 mg). Starting materials: Cl.CN(CCCC(=O)O)C (4-dimethylaminobutyric acid hydrochloride). Run in O=S(Cl)Cl (SOCl2). Yields the product Cl.CN(CCCC(=O)Cl)C (4-(Dimethylamino)butyryl Chloride Hydrochloride). As a reaction SMILES: [ClH:1].[CH3:2][N:3]([CH3:10])[CH2:4][CH2:5][CH2:6][C:7](O)=[O:8]>O=S(Cl)Cl>[ClH:1].[CH3:2][N:3]([CH3:10])[CH2:4][CH2:5][CH2:6][C:7]([Cl:1])=[O:8] |f:0.1,3.4|. Procedure: 10 g (60 mmol) of 4-dimethylaminobutyric acid hydrochloride (Janssen; Bruggen/Germany) are heated for approximately 3 h at 65° C. in 30 ml of SOCl2. SOCl2 is evaporated off and the residue is stirred to yield the title compound: TLC of a sample dissolved in methanol, Rf (U)=0.67; TLC of 4-dimethylaminobutyric acid hydrochloride, Rf (U)=0.50. Starting materials: ClC1=C(C=CC(=C1OC1=CC=CC=C1)[N+](=O)[O-])OC1=CC=CC=C1 (2-chloro-4-nitro-1,3-diphenoxy-benzene), NCCCCCCN (1,6-diaminohexane). The solvent is O1CCOCC1 (dioxane). Run at temperature 50 celsius, time 4 hour. Product: ClC1=C(NCCCCCCN)C(=CC=C1OC1=CC=CC=C1)[N+](=O)[O-] (2-Chloro-3-phenoxy-6-nitro-N-(6-amino-hexyl)-aniline). Reaction SMILES: [Cl:1][C:2]1[C:7](OC2C=CC=CC=2)=[C:6]([N+:15]([O-:17])=[O:16])[CH:5]=[CH:4][C:3]=1[O:18][C:19]1[CH:24]=[CH:23][CH:22]=[CH:21][CH:20]=1.[NH2:25][CH2:26][CH2:27][CH2:28][CH2:29][CH2:30][CH2:31][NH2:32]>O1CCOCC1>[Cl:1][C:2]1[C:3]([O:18][C:19]2[CH:20]=[CH:21][CH:22]=[CH:23][CH:24]=2)=[CH:4][CH:5]=[C:6]([N+:15]([O-:17])=[O:16])[C:7]=1[NH:25][CH2:26][CH2:27][CH2:28][CH2:29][CH2:30][CH2:31][NH2:32]. Procedure: A mixture of 17.5 gm of 2-chloro-4-nitro-1,3-diphenoxy-benzene, 30 ml of dioxane and 9 gm of 1,6-diaminohexane was stirred for 4 hours at 50° C. Thereafter, the dioxane was distilled off, the residue was taken up in chloroform, the resulting solution was washed first with dilute sodium hydroxide and then with dilute hydrochloric acid, dried with sodium sulfate, and the chloroform was distilled off. The residue was dissolved in diethyl ether, gaseous hydrogen chloride was passed through the resul... Starting materials: N[C@@H]1CC[C@H](CC1)NS(=O)(=O)C1=C(C=C(C=C1)Br)OC(F)(F)F (trans-N-(4-amino-cyclohexyl)-4-bromo-2-trifluoromethoxy-benzenesulfonamide), ClC1=NC2=CC=CC=C2C(=N1)N(C)C ((2-chloro-quinazolin-4-yl)-dimethyl-amine). Solvent: CC(C)O (2-propanol). Product: BrC1=CC(=C(C=C1)S(=O)(=O)N[C@@H]1CC[C@H](CC1)NC1=NC2=CC=CC=C2C(=N1)N(C)C)OC(F)(F)F (trans-4-bromo-N-[4-(4-dimethlyamino-quinazolin-2-ylamino)-cyclohexyl]-2-trifluoromethoxy-benzenesulfonamide). Yield: 295.8%. Reaction SMILES: [NH2:1][C@H:2]1[CH2:7][CH2:6][C@H:5]([NH:8][S:9]([C:12]2[CH:17]=[CH:16][C:15]([Br:18])=[CH:14][C:13]=2[O:19][C:20]([F:23])([F:22])[F:21])(=[O:11])=[O:10])[CH2:4][CH2:3]1.Cl[C:25]1[N:34]=[C:33]([N:35]([CH3:37])[CH3:36])[C:32]2[C:27](=[CH:28][CH:29]=[CH:30][CH:31]=2)[N:26]=1>CC(O)C>[Br:18][C:15]1[CH:16]=[CH:17][C:12]([S:9]([NH:8][C@H:5]2[CH2:6][CH2:7][C@H:2]([NH:1][C:25]3[N:34]=[C:33]([N:35]([CH3:37])[CH3:36])[C:32]4[C:27](=[CH:28][CH:29]=[CH:30][CH:31]=4)[N:26]=3)[CH2:3][CH2:4]2)(=[O:11])=[O:10])=[C:13]([O:19][C:20]([F:22])([F:23])[F:21])[CH:14]=1. Reported procedure: To a solution of trans-N-(4-amino-cyclohexyl)-4-bromo-2-trifluoromethoxy-benzenesulfonamide (100 mg, 0.24 mmol) in 2-propanol (0.5 mL) was added (2-chloro-quinazolin-4-yl)-dimethly-amine obtained in step B of example 1 (54.7 mg, 0.26 mmol). The mixture was heated using a Smith Microwave Synthesizer at 170° C. for 15 min. The mixture was concentrated and the residue was purified by chromatography (2% to 4% 2 M NH3/MeOH in CH2Cl2) to give trans-4-bromo-N-[4-(4-dimethlyamino-quinazolin-2-ylamino)-c...